This data is from the Open Reaction Database (ORD), a public repository of structured organic reaction records. The task is: describe an organic reaction: reactants, conditions, products, and yield Starting materials: Nc1cccc(Br)c1, COCCO, Clc1ncnc2ccsc12. The product is Cl, Brc1cccc(Nc2ncnc3ccsc23)c1. Reaction SMILES: [Br:11][c:12]1[cH:13][c:14]([NH2:15])[cH:16][cH:17][cH:18]1.[CH3:19][O:20][CH2:21][CH2:22][OH:23].[Cl:1][c:2]1[c:3]2[c:4]([n:5][cH:6][n:7]1)[cH:8][cH:9][s:10]2>>[ClH:1].[c:2]1([NH:15][c:14]2[cH:13][c:12]([Br:11])[cH:18][cH:17][cH:16]2)[c:3]2[c:4]([n:5][cH:6][n:7]1)[cH:8][cH:9][s:10]2. Product: COCC1Cc2ccccc2N1C(=O)OC(C)(C)C. As a reaction SMILES: [C:3]([CH3:4])([CH3:5])([CH3:6])[O:7][C:8](=[O:9])[N:10]1[CH:11]([CH2:19][OH:20])[CH2:12][c:13]2[cH:14][cH:15][cH:16][cH:17][c:18]21.[CH2:23]1[O:24][CH2:25][CH2:26][CH2:27]1.[CH3:21][I:22].[H-:1].[Na+:2]>>[C:3]([CH3:4])([CH3:5])([CH3:6])[O:7][C:8](=[O:9])[N:10]1[CH:11]([CH2:19][O:20][CH3:21])[CH2:12][c:13]2[cH:14][cH:15][cH:16][cH:17][c:18]21. Reactants: CC(C)(C)OC(=O)N1c2ccccc2CC1CO, C1CCOC1, CI, [H-], [Na+]. Reactants: CS(C)=O, CC(C)(C)CN(Cc1ccc(Cn2cncn2)cc1)c1ccnc(Cl)n1, C1CN2CCN1CC2, N#C[Na], O. Product: CC(C)(C)CN(Cc1ccc(Cn2cncn2)cc1)c1ccnc(C#N)n1. Reaction SMILES: [CH3:39][S:40]([CH3:41])=[O:42].[Cl:1][c:2]1[n:3][cH:4][cH:5][c:6]([N:8]([CH2:9][c:10]2[cH:11][cH:12][c:13]([CH2:16][n:17]3[n:18][cH:19][n:20][cH:21]3)[cH:14][cH:15]2)[CH2:22][C:23]([CH3:24])([CH3:25])[CH3:26])[n:7]1.[N:30]12[CH2:31][CH2:32][N:33]([CH2:34][CH2:35]1)[CH2:36][CH2:37]2.[Na:27][C:28]#[N:29].[OH2:38]>>[c:2]1([C:28]#[N:29])[n:3][cH:4][cH:5][c:6]([N:8]([CH2:9][c:10]2[cH:11][cH:12][c:13]([CH2:16][n:17]3[n:18][cH:19][n:20][cH:21]3)[cH:14][cH:15]2)[CH2:22][C:23]([CH3:24])([CH3:25])[CH3:26])[n:7]1.